Dataset: the Open Reaction Database (ORD), a public repository of structured organic reaction records. Task: describe an organic reaction: reactants, conditions, products, and yield The reactants are COC(=O)c1ccc(C)c(Br)c1, ClC(Cl)(Cl)Cl, CC(C)(C#N)N=NC(C)(C)C#N, O=C1CCC(=O)N1Br. The product is COC(=O)c1ccc(CBr)c(Br)c1. Reaction SMILES: [Br:1][c:2]1[cH:3][c:4]([C:5](=[O:6])[O:7][CH3:8])[cH:9][cH:10][c:11]1[CH3:12].[Cl:33][C:34]([Cl:35])([Cl:36])[Cl:37].[N:21]#[C:22][C:23]([N:24]=[N:25][C:26]([C:27]#[N:28])([CH3:29])[CH3:30])([CH3:31])[CH3:32].[O:13]=[C:14]1[N:15]([Br:20])[C:16](=[O:17])[CH2:18][CH2:19]1>>[Br:1][c:2]1[cH:3][c:4]([C:5](=[O:6])[O:7][CH3:8])[cH:9][cH:10][c:11]1[CH2:12][Br:20]. Starting materials: C(CCC)N(C=1C(=NN2C1SC=C2C2=C(C=C(C=C2OC)COCC)OC)OC)C2CCOCC2 (N-butyl-3-[4-(ethoxymethyl)-2,6-dimethoxyphenyl]-6-methoxy-N-(tetrahydro-2H-pyran-4-yl)pyrazolo[5,1-b][1,3]thiazole-7-amine), C(C)O (ethanol), O (water), P(O)(O)(O)=O (phosphoric acid). The solvent is CCCCCCC (Heptane). Run at time 1 hour. Yields the product P(=O)(O)(O)O.C(CCC)N(C=1C(=NN2C1SC=C2C2=C(C=C(C=C2OC)COCC)OC)OC)C2CCOCC2 (N-Butyl-3-[4-(ethoxymethyl)-2,6-dimethoxyphenyl]-6-methoxy-N-(tetrahydro-2H-pyran-4-yl)pyrazolo[5,1-b][1,3]thiazole-7-amine phosphate). As a reaction SMILES: [CH2:1]([N:5]([CH:30]1[CH2:35][CH2:34][O:33][CH2:32][CH2:31]1)[C:6]1[C:7]([O:28][CH3:29])=[N:8][N:9]2[C:13]([C:14]3[C:19]([O:20][CH3:21])=[CH:18][C:17]([CH2:22][O:23][CH2:24][CH3:25])=[CH:16][C:15]=3[O:26][CH3:27])=[CH:12][S:11][C:10]=12)[CH2:2][CH2:3][CH3:4].C(O)C.O.[P:40](=[O:44])([OH:43])([OH:42])[OH:41]>CCCCCCC>[P:40]([OH:44])([OH:43])([OH:42])=[O:41].[CH2:1]([N:5]([CH:30]1[CH2:31][CH2:32][O:33][CH2:34][CH2:35]1)[C:6]1[C:7]([O:28][CH3:29])=[N:8][N:9]2[C:13]([C:14]3[C:15]([O:26][CH3:27])=[CH:16][C:17]([CH2:22][O:23][CH2:24][CH3:25])=[CH:18][C:19]=3[O:20][CH3:21])=[CH:12][S:11][C:10]=12)[CH2:2][CH2:3][CH3:4] |f:5.6|. Procedure details: To N-butyl-3-[4-(ethoxymethyl)-2,6-dimethoxyphenyl]-6-methoxy-N-(tetrahydro-2H-pyran-4-yl)pyrazolo[5,1-b][1,3]thiazole-7-amine (2.99 g) were added ethanol (7 mL) warmed by hot water and phosphoric acid (14.6M, 410 μL). Heptane was added by 1 mL and the volume totaled 30 mL. The mixture was stirred for 1 hour under shading. Starting materials: FC(C(=O)O)(F)F.C1C=2N(CCN1)C=C(C2)C(=O)OCC (ethyl 1,2,3,4-tetrahydropyrrolo[1,2-a]pyrazine-7-carboxylate trifluoroacetate), BrCCCC (1-bromobutane), C([O-])([O-])=O.[K+].[K+] (potassium carbonate). The solvent is C(C)#N (acetonitrile). Product: C(CCC)N1CC=2N(CC1)C=C(C2)C(=O)OCC (ethyl 2-butyl-1,2,3,4-tetrahydropyrrolo[1,2-a]pyrazine-7-carboxylate). The yield is 20.9%. As a reaction SMILES: FC(F)(F)C(O)=O.[CH2:8]1[NH:13][CH2:12][CH2:11][N:10]2[CH:14]=[C:15]([C:17]([O:19][CH2:20][CH3:21])=[O:18])[CH:16]=[C:9]12.Br[CH2:23][CH2:24][CH2:25][CH3:26].C(=O)([O-])[O-].[K+].[K+]>C(#N)C>[CH2:23]([N:13]1[CH2:12][CH2:11][N:10]2[CH:14]=[C:15]([C:17]([O:19][CH2:20][CH3:21])=[O:18])[CH:16]=[C:9]2[CH2:8]1)[CH2:24][CH2:25][CH3:26] |f:0.1,3.4.5|. Procedure details: To a solution of ethyl 1,2,3,4-tetrahydropyrrolo[1,2-a]pyrazine-7-carboxylate trifluoroacetate (2.6 g, 13.4 mmol) and 1-bromobutane (3.67 g, 26.8 mmol) in acetonitrile (26 mL) was added potassium carbonate (2.45 g, 17.7 mmol). The resulting mixture was refluxed overnight. The solvent was then evaporated to give a solid residue. Purification via flash chromatography (petroleum ether:EtOAc, 10:1) afforded ethyl 2-butyl-1,2,3,4-tetrahydropyrrolo[1,2-a]pyrazine-7-carboxylate Intermediate 11 (0.7 g, ... Reactants: CC=1C(C=C(C(C1C)=O)C)=O (2,3,5-trimethyl-1,4-benzoquinone), NC1=NNC=C1 (3-aminopyrazole), N1=CC=CC=C1 (pyridine). Reagents/catalysts: [Ti](Cl)(Cl)(Cl)Cl (titanium tetrachloride). The solvent is ClC(C)Cl (dichloroethane). Yields the product CC=1C(C(=CC(C1C)=NC1=NNC=C1)C)=O (2,3,6-trimethyl-4-(3-pyrazolylimino)-2,5-cyclohexadien-1-one). Isolated yield 24.2%. RXN SMILES: N1C=CC=CC=1.[CH3:7][C:8]1[C:9](=O)[CH:10]=[C:11]([CH3:16])[C:12](=[O:15])[C:13]=1[CH3:14].[NH2:18][C:19]1[CH:23]=[CH:22][NH:21][N:20]=1>ClC(Cl)C.[Ti](Cl)(Cl)(Cl)Cl>[CH3:14][C:13]1[C:12](=[O:15])[C:11]([CH3:16])=[CH:10][C:9](=[N:18][C:19]2[CH:23]=[CH:22][NH:21][N:20]=2)[C:8]=1[CH3:7]. Reported procedure: A 1.62 ml quantity of pyridine was dissolved in 60 ml of dichloroethane, and 0.55 ml of titanium tetrachloride was added thereto. The mixture was refluxed with heating for 15 minutes. Then, to the mixture were added 1.50 g of 2,3,5-trimethyl-1,4-benzoquinone and 0.83 g of 3-aminopyrazole, and the mixture was refluxed with heating for 2 hours. The reaction mixture was cooled to room temperature and filtered through a Celite pad and the insoluble materials were washed there with chloroform. The fi... Starting materials: CCO, COc1ccc2cc(-c3ccc([N+](=O)[O-])cc3)n(C3CCC3)c2c1, [Cl-], [Fe], [NH4+], O. The product is COc1ccc2cc(-c3ccc(N)cc3)n(C3CCC3)c2c1. As a reaction SMILES: [CH3:28][CH2:29][OH:30].[CH:1]1([n:5]2[c:6](-[c:16]3[cH:17][cH:18][c:19]([N+:22]([O-:23])=[O:24])[cH:20][cH:21]3)[cH:7][c:8]3[cH:9][cH:10][c:11]([O:14][CH3:15])[cH:12][c:13]23)[CH2:2][CH2:3][CH2:4]1.[Cl-:25].[Fe:27].[NH4+:26].[OH2:31]>>[CH:1]1([n:5]2[c:6](-[c:16]3[cH:17][cH:18][c:19]([NH2:22])[cH:20][cH:21]3)[cH:7][c:8]3[cH:9][cH:10][c:11]([O:14][CH3:15])[cH:12][c:13]23)[CH2:2][CH2:3][CH2:4]1.